Dataset: the Open Reaction Database (ORD), a public repository of structured organic reaction records. Task: describe an organic reaction: reactants, conditions, products, and yield Reactants: O (water), C(C(O)C1=CC=CC=C1)(=O)O ((±)-mandelic acid), ClC=1C=CC2=C([C@H](CNCC2)C)C1 ((R)-8-chloro-1-methyl-2,3,4,5-tetrahydro-1H-3-benzazepine), CC(=O)C (acetone), C(C(O)C1=CC=CC=C1)(=O)O ((±)-Mandelic acid). Run in C(C)#N (acetonitrile), C(C)(=O)OCC (ethyl acetate). Run at time 8 hour. Product: O.C(C(O)C1=CC=CC=C1)(=O)O.ClC=1C=CC2=C([C@H](CNCC2)C)C1 ((R)-8-Chloro-1-methyl-2,3,4,5-tetrahydro-1H-3-benzazepine (±)-mandelate salt hydrate). Reaction SMILES: [C:1]([OH:11])(=[O:10])[CH:2]([C:4]1[CH:9]=[CH:8][CH:7]=[CH:6][CH:5]=1)[OH:3].[Cl:12][C:13]1[CH:14]=[CH:15][C:16]2[CH2:22][CH2:21][NH:20][CH2:19][C@H:18]([CH3:23])[C:17]=2[CH:24]=1.CC(C)=O.O>C(#N)C.C(OCC)(=O)C>[OH2:3].[C:1]([OH:11])(=[O:10])[CH:2]([C:4]1[CH:9]=[CH:8][CH:7]=[CH:6][CH:5]=1)[OH:3].[Cl:12][C:13]1[CH:14]=[CH:15][C:16]2[CH2:22][CH2:21][NH:20][CH2:19][C@H:18]([CH3:23])[C:17]=2[CH:24]=1 |f:6.7.8|. Reported procedure: (R)-8-Chloro-1-methyl-2,3,4,5-tetrahydro-1H-3-benzazepine (±)-mandelate salt hydrate was prepared by the addition of one equivalent of (±)-mandelic acid to a solution of (R)-8-chloro-1-methyl-2,3,4,5-tetrahydro-1H-3-benzazepine in acetonitrile, ethyl acetate, or acetone at 60° C. (±)-Mandelic acid, at 60° C., was added dropwise, in the corresponding solvent, with vigorous stirring. Addition of water to these three samples precipitated the salt and it was allowed to cool and stir overnight. The r... Starting materials: C(C(O)C1=CC=CC=C1)(=O)O (mandelic acid), C(CCCCCCCCCCCCCCC)C(C)C1=C(C=CC=C1)O (1-hexadecylethylphenol). Solvent: O (water). The product is C1(=CC=CC=C1)C1C(OC2=C1C=CC=C2C(C)CCCCCCCCCCCCCCCC)=O (3-phenyl-7-(1'-hexadecylethyl)-benzofuran-2-one). Reaction SMILES: [C:1]([OH:11])(=[O:10])[CH:2]([C:4]1[CH:9]=[CH:8][CH:7]=[CH:6][CH:5]=1)O.[CH2:12]([CH:28]([C:30]1[CH:35]=[CH:34][CH:33]=[CH:32][C:31]=1O)[CH3:29])[CH2:13][CH2:14][CH2:15][CH2:16][CH2:17][CH2:18][CH2:19][CH2:20][CH2:21][CH2:22][CH2:23][CH2:24][CH2:25][CH2:26][CH3:27]>O>[C:4]1([CH:2]2[C:32]3[CH:33]=[CH:34][CH:35]=[C:30]([CH:28]([CH2:12][CH2:13][CH2:14][CH2:15][CH2:16][CH2:17][CH2:18][CH2:19][CH2:20][CH2:21][CH2:22][CH2:23][CH2:24][CH2:25][CH2:26][CH3:27])[CH3:29])[C:31]=3[O:11][C:1]2=[O:10])[CH:9]=[CH:8][CH:7]=[CH:6][CH:5]=1. Reported procedure: 4.8 g (31.5 mmol) of mandelic acid and 10.4 g (30 mmol) of 1-hexadecylethylphenol are heated together at 190°-200° C. for approx. 8 hours under reduced pressure (13.3 mbar). In the course of this the water formed in the reaction is removed by distillation. When the reaction is complete, the reaction product is filtered over silica gel (hexane) and is then treated with cold hexane. The product has a melting point of 60°-62° C. and is in the form of a white powder. The yield is 7 g (=50% of theory... Reaction SMILES: [BH4-:1].[CH2:3]([c:4]1[cH:5][cH:6][cH:7][cH:8][cH:9]1)[N:10]1[CH2:11][C:12]([CH3:17])([CH2:18][CH3:19])[C:13](=[O:16])[CH2:14][CH2:15]1.[CH3:20][OH:21].[Na+:2]>>[CH2:3]([c:4]1[cH:5][cH:6][cH:7][cH:8][cH:9]1)[N:10]1[CH2:11][C:12]([CH3:17])([CH2:18][CH3:19])[CH:13]([OH:16])[CH2:14][CH2:15]1. Product: CCC1(C)CN(Cc2ccccc2)CCC1O. The reactants are [BH4-], CCC1(C)CN(Cc2ccccc2)CCC1=O, CO, [Na+]. The reactants are [BH3-]C#N.[Na+] (NaBH3CN), CC1=NN(C(=N1)C=1N=C2C3=CC=C(C=C3OCCN2C1)C=1C=NN(C1C1CNCCC1)C)C(C)C (4-[3-methyl-1-(propan-2-yl)-1H-1,2,4-triazol-5-yl]-12-[1-methyl-5-(piperidin-3-yl)-1H-pyrazol-4-yl]-9-oxa-3,6-diazatricyclo[8.4.0.02,6]tetradeca1(14), 2,4,10,12-pentaene), CC(=O)C (acetone), Ti(Oi-Pr)4. Solvent: C(C)O (ethanol). Reaction conditions: temperature 20 celsius, time 20 minute. The product is C(C)(C)N1N=C(N=C1C=1N=C2N(CCOC3=C2C=CC(=C3)C=3C=NN(C3C3CN(CCC3)C(C)C)C)C1)C (2-(1-isopropyl-3-methyl-1H-1,2,4-triazol-5-yl)-9-(5-(1-isopropylpiperidin-3-yl)-1-methyl-1H-pyrazol-4-yl)-5,6-dihydrobenzo[f]imidazo[1,2-d][1,4]oxazepine). Isolated yield 29.1%. As a reaction SMILES: [CH3:1][C:2]1[N:6]=[C:5]([C:7]2[N:8]=[C:9]3[N:19]([CH:20]=2)[CH2:18][CH2:17][O:16][C:15]2[C:10]3=[CH:11][CH:12]=[C:13]([C:21]3[CH:22]=[N:23][N:24]([CH3:32])[C:25]=3[CH:26]3[CH2:31][CH2:30][CH2:29][NH:28][CH2:27]3)[CH:14]=2)[N:4]([CH:33]([CH3:35])[CH3:34])[N:3]=1.[CH3:36][C:37]([CH3:39])=O.[BH3-]C#N.[Na+]>C(O)C>[CH:33]([N:4]1[C:5]([C:7]2[N:8]=[C:9]3[C:10]4[CH:11]=[CH:12][C:13]([C:21]5[CH:22]=[N:23][N:24]([CH3:32])[C:25]=5[CH:26]5[CH2:31][CH2:30][CH2:29][N:28]([CH:37]([CH3:39])[CH3:36])[CH2:27]5)=[CH:14][C:15]=4[O:16][CH2:17][CH2:18][N:19]3[CH:20]=2)=[N:6][C:2]([CH3:1])=[N:3]1)([CH3:35])[CH3:34] |f:2.3|. Procedure: To a solution of 4-[3-methyl-1-(propan-2-yl)-1H-1,2,4-triazol-5-yl]-12-[1-methyl-5-(piperidin-3-yl)-1H-pyrazol-4-yl]-9-oxa-3,6-diazatricyclo[8.4.0.02,6]tetradeca1(14), 2,4,10,12-pentaene (140 mg, 0.300 mmol) and acetone (174 mg, 3.0 mmol) in ethanol (10 mL) was added Ti(Oi-Pr)4 (171 mg, 0.60 mmol). After being stirred at 20° C. for 20 min, NaBH3CN (37 mg, 0.60 mmol) was added and stirred at 20° C. for 24 h. The solvent was removed and several drops of water were added. The solid was filtered off...